From a dataset of the Open Reaction Database (ORD), a public repository of structured organic reaction records. describe an organic reaction: reactants, conditions, products, and yield The reactants are BrC=1C(=CC2=C(NC=N2)C1)F (6-bromo-5-fluoro-1H-benzo[d]imidazole), CN1CCCC1=O (NMP). The reagents and catalysts are C=1C=CC(=CC1)[P](C=2C=CC=CC2)(C=3C=CC=CC3)[Pd]([P](C=4C=CC=CC4)(C=5C=CC=CC5)C=6C=CC=CC6)([P](C=7C=CC=CC7)(C=8C=CC=CC8)C=9C=CC=CC9)[P](C=1C=CC=CC1)(C=1C=CC=CC1)C=1C=CC=CC1 (Pd(PPh3)4), [C-]#N.[C-]#N.[Zn+2] (Zn(CN)2). Run at temperature 110 celsius. The product is FC=1C(=CC2=C(N=CN2)C1)C#N (6-fluoro-3H-benzo[d]imidazole-5-carbonitrile). Yield: 93.5%. RXN SMILES: Br[C:2]1[C:3]([F:11])=[CH:4][C:5]2[N:9]=[CH:8][NH:7][C:6]=2[CH:10]=1.[CH3:12][N:13]1C(=O)CCC1>C1C=CC([P]([Pd]([P](C2C=CC=CC=2)(C2C=CC=CC=2)C2C=CC=CC=2)([P](C2C=CC=CC=2)(C2C=CC=CC=2)C2C=CC=CC=2)[P](C2C=CC=CC=2)(C2C=CC=CC=2)C2C=CC=CC=2)(C2C=CC=CC=2)C2C=CC=CC=2)=CC=1.[C-]#N.[C-]#N.[Zn+2]>[F:11][C:3]1[C:2]([C:12]#[N:13])=[CH:10][C:6]2[NH:7][CH:8]=[N:9][C:5]=2[CH:4]=1 |f:3.4.5,^1:22,24,43,62|. Reported procedure: A mixture of 6-bromo-5-fluoro-1H-benzo[d]imidazole (10.0 g, 46.5 mmol), Pd(PPh3)4 (7.97 g, 6.9 mmol), and Zn(CN)2 (8.46 g, 93 mmol) in NMP (150 mL) under nitrogen was heated at 110° C. for 16 h. The reaction mixture was quenched with water and extracted with EtOAc (100 mL×5). The combined extracts were washed with brine (300 mL), dried (MgSO4), filtered, and concentrated in vacuo to afford 6-fluoro-3H-benzo[d]imidazole-5-carbonitrile as white solid (7.0 g, 93.5%). The reactants are C1(CC1)N(S(=O)(=O)C=1C=C(C(=O)OCC[Si](C)(C)C)C=CC1)CCCC(=O)OCC (2-(trimethylsilyl)ethyl 3-[cyclopropyl(4-ethoxy-4-oxobutyl)sulfamoyl]benzoate), Cl (hydrochloric acid), CCCC[N+](CCCC)(CCCC)CCCC.[F-] (TBAF). Solvent: C1CCOC1 (THF), C1CCOC1 (THF). The product is C1(CC1)N(S(=O)(=O)C=1C=C(C(=O)O)C=CC1)CCCC(=O)OCC (3-[cyclopropyl(4-ethoxy-4-oxobutyl)sulfamoyl]benzoic acid). Isolated yield 96.7%. As a reaction SMILES: [CH:1]1([N:4]([CH2:23][CH2:24][CH2:25][C:26]([O:28][CH2:29][CH3:30])=[O:27])[S:5]([C:8]2[CH:9]=[C:10]([CH:20]=[CH:21][CH:22]=2)[C:11]([O:13]CC[Si](C)(C)C)=[O:12])(=[O:7])=[O:6])[CH2:3][CH2:2]1.CCCC[N+](CCCC)(CCCC)CCCC.[F-].Cl>C1COCC1>[CH:1]1([N:4]([CH2:23][CH2:24][CH2:25][C:26]([O:28][CH2:29][CH3:30])=[O:27])[S:5]([C:8]2[CH:9]=[C:10]([CH:20]=[CH:21][CH:22]=2)[C:11]([OH:13])=[O:12])(=[O:7])=[O:6])[CH2:2][CH2:3]1 |f:1.2|. Procedure details: A mixture of 2.48 g of 2-(trimethylsilyl)ethyl 3-[cyclopropyl(4-ethoxy-4-oxobutyl)sulfamoyl]benzoate, a solution of TBAF in THF (1.0 M, 10 mL), and 25 mL of THF was stirred at room temperature for 2 hours. To the reaction mixture was added 0.2 M hydrochloric acid, followed by extraction with ethyl acetate. The organic layer was washed with 0.2 M hydrochloric acid, water, saturated brine in this order, then dried over anhydrous sodium sulfate, and concentrated under reduced pressure to obtain 1.8... The reactants are C1CCOC1, COC(=O)c1cc(-c2nc3ccccn3c2-c2ccnc(Nc3cccc(OCCN(C)C)c3)n2)ccc1OC, C[Si](C)(C)[N-][Si](C)(C)C, Nc1c(F)cccc1F, [Na+], [Na+], O=C([O-])O. The product is COc1ccc(-c2nc3ccccn3c2-c2ccnc(Nc3cccc(OCCN(C)C)c3)n2)cc1C(=O)Nc1c(F)cccc1F. RXN SMILES: [CH2:65]1[O:66][CH2:67][CH2:68][CH2:69]1.[CH3:1][N:2]([CH2:3][CH2:4][O:5][c:6]1[cH:7][c:8]([NH:12][c:13]2[n:14][cH:15][cH:16][c:17](-[c:19]3[c:20](-[c:28]4[cH:29][cH:30][c:31]([O:38][CH3:39])[c:32]([C:33](=[O:34])[O:35][CH3:36])[cH:37]4)[n:21][c:22]4[n:23]3[cH:24][cH:25][cH:26][cH:27]4)[n:18]2)[cH:9][cH:10][cH:11]1)[CH3:40].[CH3:50][Si:51]([N-:52][Si:53]([CH3:54])([CH3:55])[CH3:56])([CH3:57])[CH3:58].[F:41][c:42]1[c:43]([NH2:44])[c:45]([F:49])[cH:46][cH:47][cH:48]1.[Na+:59].[Na+:64].[O-:60][C:61]([OH:62])=[O:63]>>[CH3:1][N:2]([CH2:3][CH2:4][O:5][c:6]1[cH:7][c:8]([NH:12][c:13]2[n:14][cH:15][cH:16][c:17](-[c:19]3[c:20](-[c:28]4[cH:29][cH:30][c:31]([O:38][CH3:39])[c:32]([C:33](=[O:34])[NH:44][c:43]5[c:42]([F:41])[cH:48][cH:47][cH:46][c:45]5[F:49])[cH:37]4)[n:21][c:22]4[n:23]3[cH:24][cH:25][cH:26][cH:27]4)[n:18]2)[cH:9][cH:10][cH:11]1)[CH3:40]. Reactants: O=S(=O)(Cl)c1c(Cl)cc(Cl)cc1Cl, NC(CC(=O)O)c1ccccc1, [Na+], [Na], C1COCCO1, [OH-], [OH-], O. Product: O=C(O)CC(NS(=O)(=O)c1c(Cl)cc(Cl)cc1Cl)c1ccccc1. As a reaction SMILES: [Cl:14][c:15]1[c:16]([S:23](=[O:24])(=[O:25])[Cl:26])[c:17]([Cl:22])[cH:18][c:19]([Cl:21])[cH:20]1.[NH2:1][CH:2]([CH2:3][C:4](=[O:5])[OH:6])[c:7]1[cH:8][cH:9][cH:10][cH:11][cH:12]1.[Na+:28].[Na:35].[O:29]1[CH2:30][CH2:31][O:32][CH2:33][CH2:34]1.[OH-:13].[OH-:27].[OH2:36]>>[NH:1]([CH:2]([CH2:3][C:4](=[O:5])[OH:6])[c:7]1[cH:8][cH:9][cH:10][cH:11][cH:12]1)[S:23]([c:16]1[c:15]([Cl:14])[cH:20][c:19]([Cl:21])[cH:18][c:17]1[Cl:22])(=[O:24])=[O:25]. The reactants are OCCBr, O=C([O-])[O-], CC#N, COc1ccccc1N1CCNCC1, Cl, [K+], [K+]. Product: COc1ccccc1N1CCN(CCO)CC1. Reaction SMILES: [Br:16][CH2:17][CH2:18][OH:19].[C:20](=[O:21])([O-:22])[O-:23].[CH3:26][C:27]#[N:28].[CH3:2][O:3][c:4]1[c:5]([N:10]2[CH2:11][CH2:12][NH:13][CH2:14][CH2:15]2)[cH:6][cH:7][cH:8][cH:9]1.[ClH:1].[K+:24].[K+:25]>>[CH3:2][O:3][c:4]1[c:5]([N:10]2[CH2:11][CH2:12][N:13]([CH2:17][CH2:18][OH:19])[CH2:14][CH2:15]2)[cH:6][cH:7][cH:8][cH:9]1. Reactants: C=Cc1ccc2c3c(c(=O)[nH]c2c1)CCC3, ClC(Cl)Cl, O=C(OO)c1cccc(Cl)c1. The product is O=c1[nH]c2cc(C3CO3)ccc2c2c1CCC2. RXN SMILES: [CH:1](=[CH2:2])[c:3]1[cH:4][cH:5][c:6]2[c:7]3[c:8]([c:9](=[O:13])[nH:10][c:11]2[cH:12]1)[CH2:14][CH2:15][CH2:16]3.[CH:28]([Cl:29])([Cl:30])[Cl:31].[OH:17][O:18][C:19]([c:20]1[cH:21][c:22]([Cl:23])[cH:24][cH:25][cH:26]1)=[O:27]>>[CH:1]1([c:3]2[cH:4][cH:5][c:6]3[c:7]4[c:8]([c:9](=[O:13])[nH:10][c:11]3[cH:12]2)[CH2:14][CH2:15][CH2:16]4)[CH2:2][O:17]1. The product is ClC1=C(C=CC(=C1)OC(F)(F)F)O (2-chloro-4-trifluoromethoxyphenol). As a reaction SMILES: [F:1][C:2]([F:12])([F:11])[O:3][C:4]1[CH:9]=[CH:8][C:7]([OH:10])=[CH:6][CH:5]=1.S(Cl)([Cl:16])(=O)=O>>[Cl:16][C:6]1[CH:5]=[C:4]([O:3][C:2]([F:11])([F:12])[F:1])[CH:9]=[CH:8][C:7]=1[OH:10]. The reactants are FC(OC1=CC=C(C=C1)O)(F)F (4-trifluoromethoxyphenol), S(=O)(=O)(Cl)Cl (sulfuryl chloride). Reported procedure: A solution of 4-trifluoromethoxyphenol (20 g, 0.11 mole) and sulfuryl chloride (18.20 mL, 0.22 mole) was stirred at room temperature for five hours. The excess of sulfuryl chloride was evaporated by rotary evaporator. The residue was dissolved in 50 mL of dichloromethane and washed with 50 mL of H2O. The organic layer was separated, dried over MgSO4, filtered and concentrated to yield 22 g of the product. The crude product was purified over a silica gel column using 10% ethyl acetate in hexane t... Isolated yield 94.1%. The reactants are C(=O)(O)C/C=C/C1=NC(=CC=C1OCCCCC1=CC=C(C=C1)OC)C (2-(E-2-Carboxymethylethenyl)-3-[4-(4-methoxyphenyl)butyloxy]-6-methylpyridine), C1=CC(=CC(=C1)Cl)C(=O)OO (mCPBA). Solvent: C(Cl)Cl (CH2Cl2). Conditions: temperature 0 celsius, time 15 hour. Product: C(=O)(O)C/C=C/C1=[N+](C(=CC=C1OCCCCC1=CC=C(C=C1)OC)C)[O-] (2-(E-2-Carboxymethylethenyl)-3-[4-(4-methoxyphenyl)butyloxy]-6-methylpyridine N-oxide). Reaction SMILES: [C:1]([CH2:4]/[CH:5]=[CH:6]/[C:7]1[C:12]([O:13][CH2:14][CH2:15][CH2:16][CH2:17][C:18]2[CH:23]=[CH:22][C:21]([O:24][CH3:25])=[CH:20][CH:19]=2)=[CH:11][CH:10]=[C:9]([CH3:26])[N:8]=1)([OH:3])=[O:2].C1C=C(Cl)C=C(C(OO)=[O:35])C=1>C(Cl)Cl>[C:1]([CH2:4]/[CH:5]=[CH:6]/[C:7]1[C:12]([O:13][CH2:14][CH2:15][CH2:16][CH2:17][C:18]2[CH:19]=[CH:20][C:21]([O:24][CH3:25])=[CH:22][CH:23]=2)=[CH:11][CH:10]=[C:9]([CH3:26])[N+:8]=1[O-:35])([OH:3])=[O:2]. Procedure details: 2-(E-2-Carboxymethylethenyl)-3-[4-(4-methoxyphenyl)butyloxy]-6-methylpyridine (13.6 g, 38.2 mmol) was dissolved in dry CH2Cl2 (100 mL,) and cooled to 0° C. To this was added 50% mCPBA (13.2 g, 38.3 mmol) in three portions over 10 minutes. The cooling bath was removed and the reaction was stirred for 15 h at room temperature. The reaction was poured into aqueous NaHCO3 and the product extracted into CH2Cl2. The organic extract was washed with H2O and brine and dried (MgSO4). The crude product was... The reactants are Clc1cc(Cl)cc(OC2CCN(Cc3ccccc3)C2)c1, O=C(Cl)Cl, c1ccccc1. Product: O=C(Cl)N1CCC(Oc2cc(Cl)cc(Cl)c2)C1. RXN SMILES: [CH2:5]([c:6]1[cH:7][cH:8][cH:9][cH:10][cH:11]1)[N:12]1[CH2:13][CH:14]([O:17][c:18]2[cH:19][c:20]([Cl:25])[cH:21][c:22]([Cl:24])[cH:23]2)[CH2:15][CH2:16]1.[Cl:1][C:2]([Cl:3])=[O:4].[cH:26]1[cH:27][cH:28][cH:29][cH:30][cH:31]1>>[Cl:1][C:2](=[O:4])[N:12]1[CH2:13][CH:14]([O:17][c:18]2[cH:19][c:20]([Cl:25])[cH:21][c:22]([Cl:24])[cH:23]2)[CH2:15][CH2:16]1.